describe an organic reaction: reactants, conditions, products, and yield From a dataset of the Open Reaction Database (ORD), a public repository of structured organic reaction records. RXN SMILES: [CH3:15][CH2:16][OH:17].[Cl:2][c:3]1[c:4]2[c:8]([cH:9][cH:10][cH:11]1)[NH:7][C:6](=[O:12])[C:5]2=[N:13][NH2:14].[Na:1]>>[Cl:2][c:3]1[c:4]2[c:8]([cH:9][cH:10][cH:11]1)[NH:7][C:6](=[O:12])[CH2:5]2. Starting materials: CCO, NN=C1C(=O)Nc2cccc(Cl)c21, [Na]. Yields the product O=C1Cc2c(Cl)cccc2N1. Reactants: ClCCl, CCOCC, CCO, CN1CCC(Oc2cc(O)cc3ncnc(Nc4c(Cl)ccc5c4OCO5)c23)CC1, Cl, CC(C)(C)OC(=O)N=NC(=O)OC(C)(C)C, c1ccc(P(c2ccccc2)c2ccccc2)cc1. Yields the product CCOc1cc(OC2CCN(C)CC2)c2c(Nc3c(Cl)ccc4c3OCO4)ncnc2c1. As a reaction SMILES: [CH2:67]([Cl:68])[Cl:69].[CH3:70][CH2:71][O:72][CH2:73][CH3:74].[CH3:75][CH2:76][OH:77].[Cl:17][c:18]1[cH:19][cH:20][c:21]2[c:22]([c:23]1[NH:24][c:25]1[n:26][cH:27][n:28][c:29]3[cH:30][c:31]([OH:43])[cH:32][c:33]([O:35][CH:36]4[CH2:37][CH2:38][N:39]([CH3:42])[CH2:40][CH2:41]4)[c:34]13)[O:44][CH2:45][O:46]2.[ClH:66].[N:1]([C:2]([O:3][C:4]([CH3:5])([CH3:8])[CH3:9])=[O:10])=[N:11][C:12]([O:13][C:6]([CH3:7])([CH3:14])[CH3:15])=[O:16].[c:47]1([P:48]([c:49]2[cH:50][cH:51][cH:52][cH:53][cH:54]2)[c:55]2[cH:56][cH:57][cH:58][cH:59][cH:60]2)[cH:61][cH:62][cH:63][cH:64][cH:65]1>>[CH2:6]([CH3:7])[O:43][c:31]1[cH:30][c:29]2[n:28][cH:27][n:26][c:25]([NH:24][c:23]3[c:18]([Cl:17])[cH:19][cH:20][c:21]4[c:22]3[O:44][CH2:45][O:46]4)[c:34]2[c:33]([O:35][CH:36]2[CH2:37][CH2:38][N:39]([CH3:42])[CH2:40][CH2:41]2)[cH:32]1. Starting materials: S1(=O)(=O)CCCC1 (sulfolane), CC(=O)OCC1=C(N2[C@@H]([C@@H](C2=O)N)SC1)C(=O)O (7-ACA), [Bi](Cl)(Cl)Cl (bismuth trichloride). Run in CO (methanol). Reaction conditions: temperature 60 celsius. Yields the product desired product, NC1[C@@H]2N(C(=C(CS2)COC)C(=O)O)C1=O (7-amino-3-methoxymethyl-3-cephem-4-carboxylic acid). RXN SMILES: S1(CCCC1)(=O)=O.C[C:9]([O:11][CH2:12][C:13]1[CH2:22][S:21][C@@H:16]2[C@H:17]([NH2:20])[C:18](=[O:19])[N:15]2[C:14]=1[C:23]([OH:25])=[O:24])=O.[Bi](Cl)(Cl)Cl>CO>[NH2:20][CH:17]1[C:18](=[O:19])[N:15]2[C:14]([C:23]([OH:25])=[O:24])=[C:13]([CH2:12][O:11][CH3:9])[CH2:22][S:21][C@H:16]12. Reported procedure: To 10 ml of sulfolane were added 2.72 g of 7-ACA, 19 g of bismuth trichloride and 1.1 g of methanol. The mixture was heated at 60° C. for 35 min to advance a reaction. After completion of the reaction, the reaction mixture was cooled to 5° C. The resulting precipitate was filtered off. To the filtrate was added 30 ml of water while cooling on ice. Then, the filtrate was adjusted to pH 3.5 with sodium bicarbonate at a temperature of from 0° C. to 5° C., thereby to form a white crystalline precipi... Product: CN1CCC(n2ccc3ccccc32)CC1. RXN SMILES: [Al+3:22].[CH2:1]([O:2][C:4](=[O:3])[N:6]1[CH2:7][CH2:8][CH:9]([n:12]2[cH:13][cH:14][c:15]3[cH:16][cH:17][cH:18][cH:19][c:20]23)[CH2:10][CH2:11]1)[CH3:5].[CH2:27]1[O:28][CH2:29][CH2:30][CH2:31]1.[H-:21].[H-:24].[H-:25].[H-:26].[Li+:23]>>[CH3:4][N:6]1[CH2:7][CH2:8][CH:9]([n:12]2[cH:13][cH:14][c:15]3[cH:16][cH:17][cH:18][cH:19][c:20]23)[CH2:10][CH2:11]1. Starting materials: [Al+3], CCOC(=O)N1CCC(n2ccc3ccccc32)CC1, C1CCOC1, [H-], [H-], [H-], [H-], [Li+]. Starting materials: COc1cccc(CCC(O)CO[Si](C)(C)C(C)(C)C)c1O, Cc1ccccc1, CCOC(=O)N=NC(=O)OCC. Yields the product COc1cccc2c1OC(CO[Si](C)(C)C(C)(C)C)CC2. Reaction SMILES: [C:1]([CH3:2])([CH3:3])([CH3:4])[Si:5]([O:6][CH2:7][CH:8]([CH2:9][CH2:10][c:11]1[c:12]([OH:19])[c:13]([O:17][CH3:18])[cH:14][cH:15][cH:16]1)[OH:20])([CH3:21])[CH3:22].[CH3:35][c:36]1[cH:37][cH:38][cH:39][cH:40][cH:41]1.[O:23]=[C:24]([O:25][CH2:26][CH3:27])[N:28]=[N:29][C:30]([O:31][CH2:32][CH3:33])=[O:34]>>[C:1]([CH3:2])([CH3:3])([CH3:4])[Si:5]([O:6][CH2:7][CH:8]1[CH2:9][CH2:10][c:11]2[c:12]([c:13]([O:17][CH3:18])[cH:14][cH:15][cH:16]2)[O:20]1)([CH3:21])[CH3:22]. The reactants are [S-2].[Na+].[Na+] (sodium sulfide), NC1=NC(=C(C(=C1C#N)C1=CC=C(C=C1)NC(C)=O)C#N)SC1=CC=CC=C1 (N-{4-[2-amino-3,5-dicyano-6-(phenylsulfanyl)-4-pyridinyl]phenyl}-acetamide), Cl (HCl). Run in CN(C)C=O (DMF). Run at temperature 80 celsius, time 2 hour. Yields the product NC1=NC(=C(C(=C1C#N)C1=CC=C(C=C1)NC(C)=O)C#N)S (N-[4-(2-Amino-3,5-dicyano-6-sulfanyl-4-pyridinyl)phenyl]acetamide). RXN SMILES: [NH2:1][C:2]1[C:7]([C:8]#[N:9])=[C:6]([C:10]2[CH:15]=[CH:14][C:13]([NH:16][C:17](=[O:19])[CH3:18])=[CH:12][CH:11]=2)[C:5]([C:20]#[N:21])=[C:4]([S:22]C2C=CC=CC=2)[N:3]=1.[S-2].[Na+].[Na+].Cl>CN(C=O)C>[NH2:1][C:2]1[C:7]([C:8]#[N:9])=[C:6]([C:10]2[CH:11]=[CH:12][C:13]([NH:16][C:17](=[O:19])[CH3:18])=[CH:14][CH:15]=2)[C:5]([C:20]#[N:21])=[C:4]([SH:22])[N:3]=1 |f:1.2.3|. Reported procedure: Under argon, 1.16 g (3 mmol) of N-{4-[2-amino-3,5-dicyano-6-(phenylsulfanyl)-4-pyridinyl]phenyl}-acetamide are dissolved in 10 ml of DMF, 0.78 g (10 mmol) of sodium sulfide are added and the mixture is stirred at 80° C. for 2 h. 20 ml of 1N HCl are then added and the resulting crystals are filtered off with suction and dried under reduced pressure. Starting materials: C(C)OC(CC[C@@H](CC1=CC=C(C=C1)C1=CC=CC=C1)NC(=O)OC(C)(C)C)=O ((S)-5-Biphenyl-4-yl-4-tert-butoxycarbonylaminopentanoic acid ethyl ester), 9-a, S(=O)(Cl)Cl (thionyl chloride). Run in C(C)O (ethanol). Conditions: time 1.5 hour. Yields the product Cl.C(C)OC(CC[C@@H](CC1=CC=C(C=C1)C1=CC=CC=C1)N)=O ((S)-4-Amino-5-biphenyl-4-yl-pentanoic acid ethyl ester hydrochloride). Reaction SMILES: [CH2:1]([O:3][C:4](=[O:29])[CH2:5][CH2:6][C@H:7]([NH:21]C(OC(C)(C)C)=O)[CH2:8][C:9]1[CH:14]=[CH:13][C:12]([C:15]2[CH:20]=[CH:19][CH:18]=[CH:17][CH:16]=2)=[CH:11][CH:10]=1)[CH3:2].S(Cl)([Cl:32])=O>C(O)C>[ClH:32].[CH2:1]([O:3][C:4](=[O:29])[CH2:5][CH2:6][C@H:7]([NH2:21])[CH2:8][C:9]1[CH:10]=[CH:11][C:12]([C:15]2[CH:20]=[CH:19][CH:18]=[CH:17][CH:16]=2)=[CH:13][CH:14]=1)[CH3:2] |f:3.4|. Reported procedure: To a solution of (S)-5-Biphenyl-4-yl-4-tert-butoxycarbonylaminopentanoic acid ethyl ester [9-a, R1=Boc, R2=H, R5=Et] (115 g) in ethanol (1.1 L) at 70° C. is added thionyl chloride (32 ml) over 45 min. After a further 1.5 hours, the mixture is concentrated to dryness. The crude material is suspended in ethyl acetate and filtered to give (S)-4-Amino-5-biphenyl-4-yl-pentanoic acid ethyl ester hydrochloride [10-a, R5=Et]. 1H NMR (DMSO): 1.08 (3H, d, CH3); 1.73 (2H, m, 3-CH2); 2.35-2.52 (2H, m, 2-CH2...